From a dataset of the Open Reaction Database (ORD), a public repository of structured organic reaction records. describe an organic reaction: reactants, conditions, products, and yield The reactants are COC1=C(C(=O)N2CC(CC2)(CCOS(=O)(=O)C)C2=CC=CC=C2)C=C(C=C1)N1N=NN=C1 (1-(2-methoxy-5-(1H-tetrazol-1-yl)benzoyl)-3-phenyl-3-(2-methanesulfonyloxyethyl)pyrrolidine), I.C(C)(C)OCCN1C(=NC2=C1C=CC=C2)N2CCNCCC2 (4-(1-(2-(isopropoxy)ethyl)-1H-benzimidazol-2-yl)[1,4]diazepane hydriodic acid salt). Product: COC1=C(C(=O)N2CC(CC2)(C2=CC=CC=C2)CCN2CCN(CCC2)C2=NC3=C(N2CCOC(C)C)C=CC=C3)C=C(C=C1)N1N=NN=C1 (1-(2-Methoxy-5-(1H-tetrazol-1-yl)benzoyl)-3-(2-(4-(1-(2-(isopropoxy)ethyl)-1H-benzimidazol-2-yl)[1,4]diazepan-1-yl)ethyl)-3-phenylpyrrolidine). Reaction SMILES: [CH3:1][O:2][C:3]1[CH:28]=[CH:27][C:26]([N:29]2[CH:33]=[N:32][N:31]=[N:30]2)=[CH:25][C:4]=1[C:5]([N:7]1[CH2:11][CH2:10][C:9]([C:19]2[CH:24]=[CH:23][CH:22]=[CH:21][CH:20]=2)([CH2:12][CH2:13]OS(C)(=O)=O)[CH2:8]1)=[O:6].I.[CH:35]([O:38][CH2:39][CH2:40][N:41]1[C:45]2[CH:46]=[CH:47][CH:48]=[CH:49][C:44]=2[N:43]=[C:42]1[N:50]1[CH2:56][CH2:55][CH2:54][NH:53][CH2:52][CH2:51]1)([CH3:37])[CH3:36]>>[CH3:1][O:2][C:3]1[CH:28]=[CH:27][C:26]([N:29]2[CH:33]=[N:32][N:31]=[N:30]2)=[CH:25][C:4]=1[C:5]([N:7]1[CH2:11][CH2:10][C:9]([CH2:12][CH2:13][N:53]2[CH2:54][CH2:55][CH2:56][N:50]([C:42]3[N:41]([CH2:40][CH2:39][O:38][CH:35]([CH3:37])[CH3:36])[C:45]4[CH:46]=[CH:47][CH:48]=[CH:49][C:44]=4[N:43]=3)[CH2:51][CH2:52]2)([C:19]2[CH:20]=[CH:21][CH:22]=[CH:23][CH:24]=2)[CH2:8]1)=[O:6] |f:1.2|. Procedure: Prepare by the method of Example 102.1.2 using 1-(2-methoxy-5-(1H-tetrazol-1-yl)benzoyl)-3-phenyl-3-(2-methanesulfonyloxyethyl)pyrrolidine (prepared from (−)-3-phenyl-3-(2-hydroxyethyl)pyrrolidine(R,R)-di-p-anisoyltartaric acid salt) (0.52 g, 1.10 mmol) and 4-(1-(2-(isopropoxy)ethyl)-1H-benzimidazol-2-yl)[1,4]diazepane hydriodic acid salt (0.60 g, 1.08 mmol) to give the title compound; Rf=0.28 (silica gel, dichloromethane/methanol/concentrated aqueous ammonia 90/10/0.1). Starting materials: C(CCC)C=1N(C(NN1)=O)CC1=CC=C(C=C1)OC(C1=C(C=CC=C1)Cl)C(=O)OC (5-butyl-4-[4-[(1-carbomethoxy)(1-(2-chlorophenyl))methoxy]phenyl]methyl-2,4-dihydro-3H-1,2,4-triazol-3-one), [H-].[Na+] (sodium hydride), C(C1=CC=CC=C1)Br (benzyl bromide). Solvent: CN(C)C=O (DMF). Reaction conditions: time 2 hour. Product: C(C1=CC=CC=C1)N1N=C(N(C1=O)CC1=CC=C(C=C1)OC(C1=C(C=CC=C1)Cl)C(=O)O)CCCC (2-Benzyl-5-butyl-4-[4-[(1-carboxy)(1-(2-chlorophenyl))methoxy]phenyl]methyl-2,4-dihydro-3H-1,2,4-triazol-3-one). RXN SMILES: [CH2:1]([C:5]1[N:6]([CH2:11][C:12]2[CH:17]=[CH:16][C:15]([O:18][CH:19]([C:27]([O:29]C)=[O:28])[C:20]3[CH:25]=[CH:24][CH:23]=[CH:22][C:21]=3[Cl:26])=[CH:14][CH:13]=2)[C:7](=[O:10])[NH:8][N:9]=1)[CH2:2][CH2:3][CH3:4].[H-].[Na+].[CH2:33](Br)[C:34]1[CH:39]=[CH:38][CH:37]=[CH:36][CH:35]=1>CN(C=O)C>[CH2:33]([N:8]1[C:7](=[O:10])[N:6]([CH2:11][C:12]2[CH:17]=[CH:16][C:15]([O:18][CH:19]([C:27]([OH:29])=[O:28])[C:20]3[CH:25]=[CH:24][CH:23]=[CH:22][C:21]=3[Cl:26])=[CH:14][CH:13]=2)[C:5]([CH2:1][CH2:2][CH2:3][CH3:4])=[N:9]1)[C:34]1[CH:39]=[CH:38][CH:37]=[CH:36][CH:35]=1 |f:1.2|. Procedure details: A mixture of the above ester (Step G), sodium hydride (3 equivalents), and dry DMF is stirred under N2 at room temperature for 2 hours. Next, benzyl bromide (5 equivalents) is added, and stirring at room temperature is continued for an additional 1.5 hours or until TLC indicates complete reaction. The mixture is quenched by cautious addition of sufficient acetic acid to destroy the excess sodium hydride and then partitioned between ethyl acetate and H2O. The ethyl acetate phase is washed repeate... Reactants: N, O=C(O)CC1(c2ccccc2)Oc2ccccc2O1, c1ccccc1. The product is NC(=O)CC1(c2ccccc2)Oc2ccccc2O1. As a reaction SMILES: [NH3:20].[c:1]1([C:7]2([CH2:16][C:17](=[O:18])[OH:19])[O:8][c:9]3[c:10]([cH:12][cH:13][cH:14][cH:15]3)[O:11]2)[cH:2][cH:3][cH:4][cH:5][cH:6]1.[cH:21]1[cH:22][cH:23][cH:24][cH:25][cH:26]1>>[c:1]1([C:7]2([CH2:16][C:17](=[O:19])[NH2:20])[O:8][c:9]3[c:10]([cH:12][cH:13][cH:14][cH:15]3)[O:11]2)[cH:2][cH:3][cH:4][cH:5][cH:6]1.